From a dataset of the Open Reaction Database (ORD), a public repository of structured organic reaction records. describe an organic reaction: reactants, conditions, products, and yield RXN SMILES: [N:1]1[CH:6]=[CH:5][C:4]([NH:7][C:8]2[C:16]3[C:11](=[CH:12][CH:13]=[CH:14][CH:15]=3)[NH:10][C:9]=2[C:17]([OH:19])=[O:18])=[CH:3][CH:2]=1.C([O-])([O-])=O.[Cs+].[Cs+].[C:26]([O:29][CH2:30]Br)(=[O:28])[CH3:27]>CN(C=O)C>[C:26]([O:29][CH2:30][O:18][C:17]([C:9]1[NH:10][C:11]2[C:16]([C:8]=1[NH:7][C:4]1[CH:5]=[CH:6][N:1]=[CH:2][CH:3]=1)=[CH:15][CH:14]=[CH:13][CH:12]=2)=[O:19])(=[O:28])[CH3:27] |f:1.2.3|. Product: C(C)(=O)OCOC(=O)C=1NC2=CC=CC=C2C1NC1=CC=NC=C1 (3-(Pyridin-4-ylamino)-1H-indole-2-carboxylic acid acetoxymethyl ester). Starting materials: C(=O)([O-])[O-].[Cs+].[Cs+] (Cs2CO3), N1=CC=C(C=C1)NC1=C(NC2=CC=CC=C12)C(=O)O (3-(4-pyridinylamino)-1H-indole-2-carboxylic acid), C(C)(=O)OCBr (bromomethyl acetate). Solvent: CN(C)C=O (DMF). Run at temperature 50 celsius, time 10 minute. Procedure: Stir at 50° C. for 10 min. a mixture of 3-(4-pyridinylamino)-1H-indole-2-carboxylic acid (1.27 g, 5 mmol) in DMF (25 mL), and add Cs2CO3 (1.63 g, 5 mmol). After 10 min. add bromomethyl acetate (0.95 g, 6.21 mmol) and one minute thereafter quench into aqueous NH4Cl solution. Extract with EtOAc and wash the extract with aqueous NaHCO3 solution. Dry the extract (MgSO4), filter and concentrate under vacuum to give a solid. Triturate the solid with EtOAc and obtain the title compound as a solid: MS 3...